Dataset: the Open Reaction Database (ORD), a public repository of structured organic reaction records. Task: describe an organic reaction: reactants, conditions, products, and yield Starting materials: ClC=1N=C(C2=C(N1)C(CC2)C2=CC=C(C=C2)Cl)Cl (2,4-dichloro-7-(4-chlorophenyl)-6,7-dihydro-5H-cyclopenta[d]pyrimidine), CNC (dimethylamine). Run in CO (MeOH). Product: ClC=1N=C(C2=C(N1)C(CC2)C2=CC=C(C=C2)Cl)N(C)C (2-chloro-7-(4-chlorophenyl)-N,N-dimethyl-6,7-dihydro-5H-cyclopenta[d]pyrimidin-4-amine). Isolated yield 47.6%. RXN SMILES: [Cl:1][C:2]1[N:3]=[C:4](Cl)[C:5]2[CH2:10][CH2:9][CH:8]([C:11]3[CH:16]=[CH:15][C:14]([Cl:17])=[CH:13][CH:12]=3)[C:6]=2[N:7]=1.[CH3:19][NH:20][CH3:21]>CO>[Cl:1][C:2]1[N:3]=[C:4]([N:20]([CH3:21])[CH3:19])[C:5]2[CH2:10][CH2:9][CH:8]([C:11]3[CH:16]=[CH:15][C:14]([Cl:17])=[CH:13][CH:12]=3)[C:6]=2[N:7]=1. Procedure details: A solution of 2,4-dichloro-7-(4-chlorophenyl)-6,7-dihydro-5H-cyclopenta[d]pyrimidine (200 mg, 0.668 mmol) and excess dimethylamine (3.34 mL, 6.68 mmol) in MeOH (4 mL) was stirred at rt for 30 min. The solvent was removed in vacuum and the crude product was purified by column chromatography on silica gel to afford 2-chloro-7-(4-chlorophenyl)-N,N-dimethyl-6,7-dihydro-5H-cyclopenta[d]pyrimidin-4-amine (98 mg, 0.318 mmol, 47.6% yield). LC-MS (M+H)+=308.1. Reactants: ClC=1C=C(C=CC1)C#CC1=NOC2(C1)CNCC2 (3-[(3-Chlorophenyl)ethynyl]-1-oxa-2,7-diazaspiro[4.4]non-2-ene), TEA, CN1CCN(CC1)C(=O)Cl (4-methyl-1-piperazinecarbonyl chloride). Solvent: ClCCl (dichloromethane). Reaction conditions: time 20 hour. Yields the product ClC=1C=C(C=CC1)C#CC1=NOC2(C1)CN(CC2)C(=O)N2CCN(CC2)C ({3-[(3-Chlorophenyl)ethynyl]-1-oxa-2,7-diazaspiro[4.4]non-2-en-7-yl}(4-methyl piperazin-1-yl)methanone). Yield: 40.6%. RXN SMILES: [Cl:1][C:2]1[CH:3]=[C:4]([C:8]#[C:9][C:10]2[CH2:14][C:13]3([CH2:18][CH2:17][NH:16][CH2:15]3)[O:12][N:11]=2)[CH:5]=[CH:6][CH:7]=1.[CH3:19][N:20]1[CH2:25][CH2:24][N:23]([C:26](Cl)=[O:27])[CH2:22][CH2:21]1>ClCCl>[Cl:1][C:2]1[CH:3]=[C:4]([C:8]#[C:9][C:10]2[CH2:14][C:13]3([CH2:18][CH2:17][N:16]([C:26]([N:23]4[CH2:24][CH2:25][N:20]([CH3:19])[CH2:21][CH2:22]4)=[O:27])[CH2:15]3)[O:12][N:11]=2)[CH:5]=[CH:6][CH:7]=1. Reported procedure: To a solution of Compound 27d (150 mg, 0.58 mmol) in dichloromethane (10 mL) was added TEA (0.248 mL, 1.73 mmol) followed by 4-methyl-1-piperazinecarbonyl chloride (122 mg, 0.748 mmol). The reaction mixture was kept under stirring for 20 h. After evaporation the residue was purified by means of automated isocratic RP chromatography (SP01®TM-Biotage; NH4HCO3/AcCN 55:45) affording 91 mg of the title compound as a gummy oil. Yield: 49%.